This data is from the Open Reaction Database (ORD), a public repository of structured organic reaction records. The task is: describe an organic reaction: reactants, conditions, products, and yield The reactants are FC1=C(C(=O)Cl)C=CC=C1 (2-fluorobenzoyl chloride), COC1=CC=C(C=C1)OC (1,4-dimethoxybenzene), [Al+3].[Cl-].[Cl-].[Cl-] (AlCl3). Run in ClCCCl (1,2-dichloroethane). Conditions: time 8 hour. Product: C(C1=CC=CC=C1)(=O)C1=CC=CC=C1 (benzophenone). Yield: 135.4%. As a reaction SMILES: F[C:2]1[CH:10]=[CH:9][CH:8]=[CH:7][C:3]=1[C:4](Cl)=[O:5].CO[C:13]1[CH:18]=[CH:17][C:16](OC)=[CH:15][CH:14]=1.[Al+3].[Cl-].[Cl-].[Cl-]>ClCCCl>[C:4]([C:13]1[CH:18]=[CH:17][CH:16]=[CH:15][CH:14]=1)(=[O:5])[C:3]1[CH:7]=[CH:8][CH:9]=[CH:10][CH:2]=1 |f:2.3.4.5|. Procedure details: A mixture of 2-fluorobenzoyl chloride (15.86 g, 0.1 mole) and 1,4-dimethoxybenzene (13.82 g, 0.1 mole) in 1,2-dichloroethane (200 ml) was cooled in an ice bath and treated cautiously with AlCl3 (13.82 g, 0.103 mole) portionwise. The temperature of the reaction mixture was kept at 0-5° during the addition, and then warmed to room temperature over 4 hrs after completion of addition. The resulting deep red reaction mixture was further refluxed for 1.5 hrs, followed by stirring at room temperature o... Reactants: C(=O)(OC(C)(C)C)N[C@@H](CC1=CC=CC=C1)[C@@H]1C[C@H](C(O1)=O)CC1=CC=C(C=C1)CCC1=CC=CC=C1 (5(S)-[1(S)-(Boc-amino)-2-phenylethyl]-3(R)-{[p-(2-phenylethyl)phenyl]methyl}dihydrofuran-2-(3H)-one), [OH-].[Li+] (lithium hydroxide). The solvent is O (water), C(OC)COC (dimethoxyethane). Conditions: time 3 hour. Yields the product C(=O)(OC(C)(C)C)N[C@H]([C@H](C[C@H](C(=O)O)CC1=CC=C(C=C1)CCC1=CC=CC=C1)O)CC1=CC=CC=C1 (5(S)-(Boc-Amino)-4(S)-hydroxy-6-phenyl-2(R)-{[p-(2-phenylethyl)phenyl]methyl}hexanoic acid). RXN SMILES: [C:1]([NH:8][C@H:9]([C@H:17]1[O:21][C:20](=[O:22])[C@H:19]([CH2:23][C:24]2[CH:29]=[CH:28][C:27]([CH2:30][CH2:31][C:32]3[CH:37]=[CH:36][CH:35]=[CH:34][CH:33]=3)=[CH:26][CH:25]=2)[CH2:18]1)[CH2:10][C:11]1[CH:16]=[CH:15][CH:14]=[CH:13][CH:12]=1)([O:3][C:4]([CH3:7])([CH3:6])[CH3:5])=[O:2].[OH-:38].[Li+]>C(COC)OC.O>[C:1]([NH:8][C@@H:9]([CH2:10][C:11]1[CH:16]=[CH:15][CH:14]=[CH:13][CH:12]=1)[C@@H:17]([OH:38])[CH2:18][C@@H:19]([CH2:23][C:24]1[CH:25]=[CH:26][C:27]([CH2:30][CH2:31][C:32]2[CH:33]=[CH:34][CH:35]=[CH:36][CH:37]=2)=[CH:28][CH:29]=1)[C:20]([OH:21])=[O:22])([O:3][C:4]([CH3:5])([CH3:6])[CH3:7])=[O:2] |f:1.2|. Reported procedure: 5.15 g (10.31 mmol) of 5(S)-[1(S)-(Boc-amino)-2-phenylethyl]-3(R)-{[p-(2-phenylethyl)phenyl]methyl}dihydrofuran-2-(3H)-one in 166 ml of dimethoxyethane and 85 ml of water are hydrolysed, under protective gas, with 41 ml of a 1M lithium hydroxide solution. After 3 h, the dimethoxyethane is evaporated off on an RE, and the residue is treated with an ice-cold mixture of 506 ml of sat. NH4Cl solution, 42 ml of 10% citric acid solution and 207 ml of methylene chloride. Methanol is added to dissolve t... The reactants are C(C1=CC=CC=C1)OC(=O)N1C(CN(CC1)C(=O)OC(C)(C)C)C(C)=O (1-benzyloxycarbonyl-2-acetyl-4-tert-butyloxycarbonyl-piperazine), [BH4-].[Na+] (sodium borohydride). Solvent: C1CCOC1.CCO (THF EtOH). Run at time 30 minute. Yields the product C(C1=CC=CC=C1)OC(=O)N1C(CN(CC1)C(=O)OC(C)(C)C)C(C)O (1-Benzyloxycarbonyl-2-(1-hydroxyethyl)-4-tert-butyloxycarbonyl-piperazine). Reaction SMILES: [CH2:1]([O:8][C:9]([N:11]1[CH2:16][CH2:15][N:14]([C:17]([O:19][C:20]([CH3:23])([CH3:22])[CH3:21])=[O:18])[CH2:13][CH:12]1[C:24](=[O:26])[CH3:25])=[O:10])[C:2]1[CH:7]=[CH:6][CH:5]=[CH:4][CH:3]=1.[BH4-].[Na+]>C1COCC1.CCO>[CH2:1]([O:8][C:9]([N:11]1[CH2:16][CH2:15][N:14]([C:17]([O:19][C:20]([CH3:21])([CH3:22])[CH3:23])=[O:18])[CH2:13][CH:12]1[CH:24]([OH:26])[CH3:25])=[O:10])[C:2]1[CH:3]=[CH:4][CH:5]=[CH:6][CH:7]=1 |f:1.2,3.4|. Reported procedure: To a solution of 6.50 g of 1-benzyloxycarbonyl-2-acetyl-4-tert-butyloxycarbonyl-piperazine in 150 mL of 1:1 THF-EtOH was added 1.35 g of sodium borohydride, in several portions. The mixture was stirred at room temperature for 30 min, then quenched by slow addition of 100 mL of saturated NaHCO3. The mixture was diluted with 150 mL of water and the phases were separated. The aqueous phase was extracted with 2×100 mL of EtOAc. The combined organics were washed with 100 mL of brine, dried over MgSO4... The reactants are O=[N+]([O-])c1cc(Cl)ccc1Br, CCOC(C)=O, [Na+], O=C([O-])O, O, Cl[Sn]Cl. The product is Nc1cc(Cl)ccc1Br. Reaction SMILES: [Br:1][c:2]1[c:3]([N+:9]([O-:10])=[O:11])[cH:4][c:5]([Cl:8])[cH:6][cH:7]1.[CH3:21][CH2:22][O:23][C:24]([CH3:25])=[O:26].[Na+:20].[O-:16][C:17]([OH:18])=[O:19].[OH2:15].[Sn:12]([Cl:13])[Cl:14]>>[Br:1][c:2]1[c:3]([NH2:9])[cH:4][c:5]([Cl:8])[cH:6][cH:7]1. The reactants are BrCC1=CC(=NO1)C(=O)OCC (Ethyl 5-(bromomethyl)isoxazole-3-carboxylate), [OH-].[Li+] (lithium hydroxide), Cl (HCl). Run in O (water), C1CCOC1 (THF), O (water). Run at time 30 minute. Yields the product BrCC1=CC(=NO1)C(=O)O (5-(Bromomethyl)isoxazole-3-carboxylic acid). The yield is 61.7%. Reaction SMILES: [Br:1][CH2:2][C:3]1[O:7][N:6]=[C:5]([C:8]([O:10]CC)=[O:9])[CH:4]=1.[OH-].[Li+].Cl>C1COCC1.O>[Br:1][CH2:2][C:3]1[O:7][N:6]=[C:5]([C:8]([OH:10])=[O:9])[CH:4]=1 |f:1.2|. Procedure: Ethyl 5-(bromomethyl)isoxazole-3-carboxylate (4.27 mmol, 1 g) and lithium hydroxide (10.68 mmol, 0.256 g) were dissolved in THF (6.5 ml) and water (6.5 ml). The resulting mixture was stirred for 30 min at RT. The pH was adjusted to 4 with 1 M HCl and diluted with water. The mixture was extracted three times with EtOAc. The combined organics were dried, filtered and evaporated. 0.543 g of the title compound was obtained. 1H-NMR (400 MHz, DMSO-d6): δ 4.88 (s, 2H), 6.92 (s, 1H), 14.09 (bs, 1H). Product: CCOC(=O)n1c(=O)[nH]c2ccc(Cl)cc21. Starting materials: CC(=O)O, CCOC(=O)n1c(=O)[nH]c2ccccc21, O=S(=O)(Cl)Cl. As a reaction SMILES: [CH3:21][C:22](=[O:23])[OH:24].[O:1]=[c:2]1[nH:3][c:4]2[c:5]([n:6]1[C:7](=[O:8])[O:9][CH2:10][CH3:11])[cH:12][cH:13][cH:14][cH:15]2.[S:16]([Cl:17])(=[O:18])([Cl:19])=[O:20]>>[O:1]=[c:2]1[nH:3][c:4]2[c:5]([n:6]1[C:7](=[O:8])[O:9][CH2:10][CH3:11])[cH:12][c:13]([Cl:19])[cH:14][cH:15]2. The reactants are Brc1cccc(-c2nn[nH]n2)c1, N#Cc1cccc(C#N)c1. The product is N#Cc1cccc(-c2nn[nH]n2)c1. RXN SMILES: [Br:1][c:2]1[cH:3][c:4](-[c:8]2[n:9][n:10][nH:11][n:12]2)[cH:5][cH:6][cH:7]1.[C:13](#[N:14])[c:15]1[cH:16][cH:17][cH:18][c:19]([C:20]#[N:21])[cH:22]1>>[c:2]1([C:13]#[N:14])[cH:3][c:4](-[c:8]2[n:9][n:10][nH:11][n:12]2)[cH:5][cH:6][cH:7]1. Reactants: NC1=C2C(=NN1)CN(C2)[C@@H]2C[C@@H]([C@H](N(C2)C)C2=C(C=CC(=C2)F)F)NC(OC(C)(C)C)=O (tert-Butyl [(2R,3S,5R)-5-(3-amino-2,6-dihydropyrrolo[3,4-c]pyrazol-5(4H)-yl)-2-(2,5-difluorophenyl)-1-methylpiperidin-3-yl]-carbamate), C(=O)(C(F)(F)F)O.C(Cl)Cl (TFA CH2Cl2). The product is FC(C(=O)O)(F)F.FC(C(=O)O)(F)F.FC(C(=O)O)(F)F.FC(C(=O)O)(F)F.N[C@H]1C[C@H](CN([C@@H]1C1=C(C=CC(=C1)F)F)C)N1CC2=NNC(=C2C1)N (5-[(3R,5S,6R)-5-amino-6-(2,5-difluorophenyl)-1-methylpiperidin-3-yl]-2,4,5,6-tetrahydropyrrolo[3,4-c]pyrazol-3-amine tetrakis(trifluoroacetic acid) salt). Reaction SMILES: [NH2:1][C:2]1[NH:6][N:5]=[C:4]2[CH2:7][N:8]([C@H:10]3[CH2:15][N:14]([CH3:16])[C@H:13]([C:17]4[CH:22]=[C:21]([F:23])[CH:20]=[CH:19][C:18]=4[F:24])[C@@H:12]([NH:25]C(=O)OC(C)(C)C)[CH2:11]3)[CH2:9][C:3]=12.[C:33]([OH:39])([C:35]([F:38])([F:37])[F:36])=[O:34].C(Cl)Cl>>[F:36][C:35]([F:38])([F:37])[C:33]([OH:39])=[O:34].[F:36][C:35]([F:38])([F:37])[C:33]([OH:39])=[O:34].[F:36][C:35]([F:38])([F:37])[C:33]([OH:39])=[O:34].[F:36][C:35]([F:38])([F:37])[C:33]([OH:39])=[O:34].[NH2:25][C@@H:12]1[C@@H:13]([C:17]2[CH:22]=[C:21]([F:23])[CH:20]=[CH:19][C:18]=2[F:24])[N:14]([CH3:16])[CH2:15][C@H:10]([N:8]2[CH2:9][C:3]3[C:4](=[N:5][NH:6][C:2]=3[NH2:1])[CH2:7]2)[CH2:11]1 |f:1.2,3.4.5.6.7|. Procedure details: The product from step B was treated with 1:1 TFA/CH2Cl2 for 1 h. The solvent was removed by evaporation under diminished pressure and residue dried under vacuum to give the title compound. LC-MS: 349.0 (M+1).